This data is from the Open Reaction Database (ORD), a public repository of structured organic reaction records. The task is: describe an organic reaction: reactants, conditions, products, and yield Starting materials: N12CCCCCC2=NCCC1 (1,8-diazabicyclo[5.4.0]undec-7-ene), ClC1=CC(=C(/C=C/C(=O)OC)C=C1)NS(=O)(=O)C1=CC=CC=C1 (methyl trans-4-chloro-2-(phenylsulfonylamino)cinnamate), BrCC(=O)C1=NC=CC(=C1)CC (2-bromoacetyl-4-ethylpyridine), C([O-])([O-])=O.[K+].[K+] (potassium carbonate). Run in CC(=O)C (acetone). The product is COC(CC1=C(NC2=CC(=CC=C12)Cl)C(=O)C1=NC=CC(=C1)CC)=O (Methyl[6-chloro-2-(4-ethylpyridine-2-carbonyl)-1H-indol-3-yl]acetate). As a reaction SMILES: [Cl:1][C:2]1[CH:13]=[CH:12][C:5](/[CH:6]=[CH:7]/[C:8]([O:10][CH3:11])=[O:9])=[C:4]([NH:14]S(C2C=CC=CC=2)(=O)=O)[CH:3]=1.Br[CH2:25][C:26]([C:28]1[CH:33]=[C:32]([CH2:34][CH3:35])[CH:31]=[CH:30][N:29]=1)=[O:27].C(=O)([O-])[O-].[K+].[K+].N12CCCN=C1CCCCC2>CC(C)=O>[CH3:11][O:10][C:8](=[O:9])[CH2:7][C:6]1[C:5]2[C:4](=[CH:3][C:2]([Cl:1])=[CH:13][CH:12]=2)[NH:14][C:25]=1[C:26]([C:28]1[CH:33]=[C:32]([CH2:34][CH3:35])[CH:31]=[CH:30][N:29]=1)=[O:27] |f:2.3.4|. Reported procedure: A mixture of methyl trans-4-chloro-2-(phenylsulfonylamino)cinnamate (step 1 of Example 8, Method A, 700 mg, 1.99 mmol), 2-bromoacetyl-4-ethylpyridine* (545 mg, 2.39 mmol), potassium carbonate (1.37 g, 13.9 mmol) and acetone (20 ml) was stirred at room temperature. After stirring for 3 h, 1,8-diazabicyclo[5.4.0]undec-7-ene (DBU, 0.6 ml, 3.98 mmol) was added. The resulting mixture was stirred for an additional 19 h and then concentrated. The residue was diluted with dichloromethane (200 ml) and wa... Reactants: O=C1NC2=CC=C(C=C2C1)OC1=CC=C(C=C1)Cl (2-oxo-5-(4-chlorophenoxy)indoline), [OH-].[Na+] (sodium hydroxide), O1CCOCC1 (dioxane). The solvent is O (water). The product is NC1=C(C=C(C=C1)OC1=CC=C(C=C1)Cl)CC(=O)[O-].[Na+] (sodium 2-[2-amino-5-(4-chlorophenoxy)phenyl]acetate). Reaction SMILES: [O:1]=[C:2]1[CH2:10][C:9]2[C:4](=[CH:5][CH:6]=[C:7]([O:11][C:12]3[CH:17]=[CH:16][C:15]([Cl:18])=[CH:14][CH:13]=3)[CH:8]=2)[NH:3]1.[OH-].[Na+:20].[O:21]1CCOCC1>O>[NH2:3][C:4]1[CH:5]=[CH:6][C:7]([O:11][C:12]2[CH:17]=[CH:16][C:15]([Cl:18])=[CH:14][CH:13]=2)=[CH:8][C:9]=1[CH2:10][C:2]([O-:21])=[O:1].[Na+:20] |f:1.2,5.6|. Reported procedure: A mixture of 2-oxo-5-(4-chlorophenoxy)indoline (4.2 g.), sodium hydroxide (2.6 g.), dioxane (20 ml.) and water (40 ml.) was refluxed under heating for 5 days with stirring. After cooling, the reaction mixture was filtered and the filtrate was evaporated under reduced pressure. The residue was dissolved in water (50 ml.) and filtered. The filtrate was washed with diethyl ether and evaporated. The residue was dissolved in ethyl acetate (200 ml.) under warming and filtered. The filtrate was cooled,... The reactants are C#CC(C)(C)C, Cc1ccc(C=O)cc1. Product: Cc1ccc(C(O)C=CC(C)(C)C)cc1. As a reaction SMILES: [CH3:1][C:2]([C:3]#[CH:4])([CH3:5])[CH3:6].[CH3:7][c:8]1[cH:9][cH:10][c:11]([CH:12]=[O:13])[cH:14][cH:15]1>>[CH3:1][C:2]([CH:3]=[CH:4][CH:12]([c:11]1[cH:10][cH:9][c:8]([CH3:7])[cH:15][cH:14]1)[OH:13])([CH3:5])[CH3:6]. Product: Cl, COCCNCC1CC1C. The reactants are COCCN(Cc1ccccc1)CC1CC1C, CCO, Cl, [OH-], [OH-], [Pd+2]. Reaction SMILES: [CH2:2]([c:3]1[cH:4][cH:5][cH:6][cH:7][cH:8]1)[N:9]([CH2:10][CH2:11][O:12][CH3:13])[CH2:14][CH:15]1[CH:16]([CH3:18])[CH2:17]1.[CH3:19][CH2:20][OH:21].[ClH:1].[OH-:22].[OH-:23].[Pd+2:24]>>[ClH:1].[NH:9]([CH2:10][CH2:11][O:12][CH3:13])[CH2:14][CH:15]1[CH:16]([CH3:18])[CH2:17]1. Starting materials: Br, CC1CCCN1, CS(=O)(=O)OCCc1cc2cc(-c3ccc(C(=O)N4CCOCC4)cn3)ccc2o1. Product: CC1CCCN1CCc1cc2cc(-c3ccc(C(=O)N4CCOCC4)cn3)ccc2o1. Reaction SMILES: [BrH:1].[CH3:2][CH:3]1[NH:4][CH2:5][CH2:6][CH2:7]1.[CH3:8][S:9]([O:10][CH2:13][CH2:14][c:15]1[o:16][c:17]2[c:18]([cH:19]1)[cH:20][c:21](-[c:24]1[n:25][cH:26][c:27]([C:30](=[O:31])[N:32]3[CH2:33][CH2:34][O:35][CH2:36][CH2:37]3)[cH:28][cH:29]1)[cH:22][cH:23]2)(=[O:11])=[O:12]>>[CH3:2][CH:3]1[N:4]([CH2:13][CH2:14][c:15]2[o:16][c:17]3[c:18]([cH:19]2)[cH:20][c:21](-[c:24]2[n:25][cH:26][c:27]([C:30](=[O:31])[N:32]4[CH2:33][CH2:34][O:35][CH2:36][CH2:37]4)[cH:28][cH:29]2)[cH:22][cH:23]3)[CH2:5][CH2:6][CH2:7]1.